Dataset: the Open Reaction Database (ORD), a public repository of structured organic reaction records. Task: describe an organic reaction: reactants, conditions, products, and yield The reactants are ClC=1C(=CC2=C(OCO2)C1)CN1C(=NC(=C1C(=O)OCC)SC1CCC(CC1)CC(=O)OCC)CCC (ethyl 1-[(6-chloro-1,3-benzodioxol-5-yl) methyl]-4-[[4-(2-ethoxy-2-oxoethyl) cyclohexyl] thio]-2-propyl-1H-imidazole-5-carboxylate), O1CCCC1 (tetrahydrofuran). Solvent: C(C)O (ethanol). Conditions: time 24 hour. Yields the product C(=O)(O)CC1CCC(CC1)SC=1N=C(N(C1C(=O)O)CC1=CC2=C(OCO2)C=C1Cl)CCC (4-((4-(carboxymethyl) cyclohexyl) thio)-1-((6-chloro-1,3-benzodioxol-5-yl) methyl)-2-propyl-1H-imidazole-5-carboxylic acid). Isolated yield 71.8%. RXN SMILES: [Cl:1][C:2]1[C:3]([CH2:11][N:12]2[C:16]([C:17]([O:19]CC)=[O:18])=[C:15]([S:22][CH:23]3[CH2:28][CH2:27][CH:26]([CH2:29][C:30]([O:32]CC)=[O:31])[CH2:25][CH2:24]3)[N:14]=[C:13]2[CH2:35][CH2:36][CH3:37])=[CH:4][C:5]2[O:9][CH2:8][O:7][C:6]=2[CH:10]=1.O1CCCC1>C(O)C>[C:30]([CH2:29][CH:26]1[CH2:25][CH2:24][CH:23]([S:22][C:15]2[N:14]=[C:13]([CH2:35][CH2:36][CH3:37])[N:12]([CH2:11][C:3]3[C:2]([Cl:1])=[CH:10][C:6]4[O:7][CH2:8][O:9][C:5]=4[CH:4]=3)[C:16]=2[C:17]([OH:19])=[O:18])[CH2:28][CH2:27]1)([OH:32])=[O:31]. Procedure: 760 mg of the product of Example 1 is introduced into 20 ml of tetrahydrofuran, 50 ml of ethanol and 25 ml of 2N soda are added and the whole is left for 24 hours at ambient temperature. The tetrahydrofuran and the ethanol are evaporated off then the reaction medium is acidified to pH 1. After extraction with ethyl acetate and evaporating to dryness, the residue is recrystallized from ethanol. 490 mg of expected product is obtained. M.p.=166° C. Starting materials: C(CCCCCCC\C=C/CCCCCCCC)NCC(=O)NC1=C(C=C(C=C1OC)OC)OC ((Z)-2-(9-Octadecenylamino)-N-(2,4,6-trimethoxyphenyl)acetamide), C1=CC=C(C=C1)CCN=C=O (2-phenethyl isocyanate). Solvent: C(C)(=O)OCC (ethyl acetate). Reaction conditions: time 3 day. The product is C(CCCCCCC\C=C/CCCCCCCC)N(CC(=O)NC1=C(C=C(C=C1OC)OC)OC)C(=O)NCCC1=CC=CC=C1 ((Z)-2-[9-Octadecenyl[[(2-phenylethyl)amino]carbonyl]amino]-N-(2,4,6-trimethoxyphenyl)acetamide). Reaction SMILES: [CH2:1]([NH:19][CH2:20][C:21]([NH:23][C:24]1[C:29]([O:30][CH3:31])=[CH:28][C:27]([O:32][CH3:33])=[CH:26][C:25]=1[O:34][CH3:35])=[O:22])[CH2:2][CH2:3][CH2:4][CH2:5][CH2:6][CH2:7][CH2:8]/[CH:9]=[CH:10]\[CH2:11][CH2:12][CH2:13][CH2:14][CH2:15][CH2:16][CH2:17][CH3:18].[CH:36]1[CH:41]=[CH:40][C:39]([CH2:42][CH2:43][N:44]=[C:45]=[O:46])=[CH:38][CH:37]=1>C(OCC)(=O)C>[CH2:1]([N:19]([C:45]([NH:44][CH2:43][CH2:42][C:39]1[CH:40]=[CH:41][CH:36]=[CH:37][CH:38]=1)=[O:46])[CH2:20][C:21]([NH:23][C:24]1[C:29]([O:30][CH3:31])=[CH:28][C:27]([O:32][CH3:33])=[CH:26][C:25]=1[O:34][CH3:35])=[O:22])[CH2:2][CH2:3][CH2:4][CH2:5][CH2:6][CH2:7][CH2:8]/[CH:9]=[CH:10]\[CH2:11][CH2:12][CH2:13][CH2:14][CH2:15][CH2:16][CH2:17][CH3:18]. Procedure details: A mixture of 0.50 g of the product of Example 7, 0.2 g 2-phenethyl isocyanate, and a few mL ethyl acetate were briefly heated on the steambath and then allowed to sit 3 days at room temperature. The reaction mixture was then washed with dilute H3PO4, NaHCO3, and HaCl solutions, dried over MgSO4, filtered, and concentrated to an oil. The oil was chromatographed on SiO2 (70-230 mesh) using EtoAc as eluant. The product was obtained as an oil which crystallized on standing. 0.28 g (44%). NMR (CDCl3)... Starting materials: COc1c(N)ccc2c1CCC(N1CCOCC1)CC2, CS(=O)(=O)NC1CCCCC1Nc1nc(Cl)ncc1Cl. The product is COc1c(Nc2ncc(Cl)c(NC3CCCCC3NS(C)(=O)=O)n2)ccc2c1CCC(N1CCOCC1)CC2. Reaction SMILES: [CH3:1][O:2][c:3]1[c:4]([NH2:20])[cH:5][cH:6][c:7]2[c:8]1[CH2:9][CH2:10][CH:11]([N:14]1[CH2:15][CH2:16][O:17][CH2:18][CH2:19]1)[CH2:12][CH2:13]2.[Cl:21][c:22]1[n:23][cH:24][c:25]([Cl:40])[c:26]([NH:28][CH:29]2[CH:30]([NH:35][S:36](=[O:37])(=[O:38])[CH3:39])[CH2:31][CH2:32][CH2:33][CH2:34]2)[n:27]1>>[CH3:1][O:2][c:3]1[c:4]([NH:20][c:22]2[n:23][cH:24][c:25]([Cl:40])[c:26]([NH:28][CH:29]3[CH:30]([NH:35][S:36](=[O:37])(=[O:38])[CH3:39])[CH2:31][CH2:32][CH2:33][CH2:34]3)[n:27]2)[cH:5][cH:6][c:7]2[c:8]1[CH2:9][CH2:10][CH:11]([N:14]1[CH2:15][CH2:16][O:17][CH2:18][CH2:19]1)[CH2:12][CH2:13]2. Reactants: O=C1N=C(SC2=C1C=CC=C2)C2=CC=CC(=N2)COCCC(=O)OC(C)(C)C (tert-butyl 3-[(6-(4-oxo-4H-1,3-benzothiazin-2-yl)-2-pyridyl)methoxy]propanoate), FC(C(=O)O)(F)F (trifluoroacetic acid). Conditions: temperature 0 celsius, time 3 hour. Product: O=C1N=C(SC2=C1C=CC=C2)C2=CC=CC(=N2)COCCC(=O)O (3-[(6-(4-oxo-4H-1,3-benzothiazin-2-yl)-2-pyridyl)methoxy]propionic acid). Isolated yield 76.5%. Reaction SMILES: [O:1]=[C:2]1[C:7]2[CH:8]=[CH:9][CH:10]=[CH:11][C:6]=2[S:5][C:4]([C:12]2[N:17]=[C:16]([CH2:18][O:19][CH2:20][CH2:21][C:22]([O:24]C(C)(C)C)=[O:23])[CH:15]=[CH:14][CH:13]=2)=[N:3]1.FC(F)(F)C(O)=O>>[O:1]=[C:2]1[C:7]2[CH:8]=[CH:9][CH:10]=[CH:11][C:6]=2[S:5][C:4]([C:12]2[N:17]=[C:16]([CH2:18][O:19][CH2:20][CH2:21][C:22]([OH:24])=[O:23])[CH:15]=[CH:14][CH:13]=2)=[N:3]1. Reported procedure: A mixture of tert-butyl 3-[(6-(4-oxo-4H-1,3-benzothiazin-2-yl)-2-pyridyl)methoxy]propanoate (2.80 g, 6.8 mmol) and trifluoroacetic acid (15 ml) was stirred at 0° C. for 3 hrs. The mixture was concentrated under reduced pressure, and the residue was crystallized from ethyl acetate-hexane to give the titled compound (1.78 g, 74%), which was recrystallized from ethanol to give prisms (1.66 g, 69%). Reactants: C(C)N1C2=C(C=3C=C(C=CC13)F)C(=NN(C2=O)C2=CC=CC=C2)CC#N (5-ethyl-8-fluoro-4-oxo-3-phenyl-3,5-dihydro-4H-pyridazino[4,5-b]indole-1-acetonitrile), Cl (hydrochloric acid), C(C)(=O)O (acetic acid). Solvent: O (water), 1/1. Yields the product C(C)N1C2=C(C=3C=C(C=CC13)F)C(=NN(C2=O)C2=CC=CC=C2)CC(=O)O (5-Ethyl-8-fluoro-4-oxo-3-phenyl-3,5-dihydro-4H-pyridazino[4,5-b]indole-1-acetic acid). Reaction SMILES: [CH2:1]([N:3]1[C:11]2[CH:10]=[CH:9][C:8]([F:12])=[CH:7][C:6]=2[C:5]2[C:13](CC#N)=[N:14][N:15]([C:18]3[CH:23]=[CH:22][CH:21]=[CH:20][CH:19]=3)[C:16](=[O:17])[C:4]1=2)[CH3:2].Cl.[C:28]([OH:31])(=[O:30])[CH3:29]>O>[CH2:1]([N:3]1[C:11]2[CH:10]=[CH:9][C:8]([F:12])=[CH:7][C:6]=2[C:5]2[C:13]([CH2:29][C:28]([OH:31])=[O:30])=[N:14][N:15]([C:18]3[CH:23]=[CH:22][CH:21]=[CH:20][CH:19]=3)[C:16](=[O:17])[C:4]1=2)[CH3:2]. Procedure details: A solution of 5.8 g (16.8 mmol) of 5-ethyl-8-fluoro-4-oxo-3-phenyl-3,5-dihydro-4H-pyridazino[4,5-b]indole-1-acetonitrile in 200 ml of a 1/1 mixture of concentrated hydrochloric acid and of glacial acetic acid is heated at reflux for 2 h. The solution is cooled, 100 ml of water are added and the insoluble material is collected by filtration and washed copiously with water and with ether on sintered glass. After drying in an oven, 5.2 g (15 mmol) of a white solid are obtained, which solid is used ... Reactants: C(C)(=O)O.C(CCCCCCCCCCCCCCCCCC)C1=C(C(O)=CC=C1)O (nonadecylcatechol acetate), P(Br)(Br)Br (phosphorus tribromide), COC1=C(C=O)C=CC=C1OC (2, 3 dimethoxybenzaldehyde), [BH4-].[Na+] (sodium borohydride). The product is COC1=C(CBr)C=CC=C1OC (2, 3 dimethoxybenzylbromide). As a reaction SMILES: C(O)(=O)C.C(C1C=CC=C(O)C=1O)CCCCCCCCCCCCCCCCCC.[CH3:32][O:33][C:34]1[C:41]([O:42][CH3:43])=[CH:40][CH:39]=[CH:38][C:35]=1[CH:36]=O.[BH4-].[Na+].P(Br)(Br)[Br:47]>>[CH3:32][O:33][C:34]1[C:41]([O:42][CH3:43])=[CH:40][CH:39]=[CH:38][C:35]=1[CH2:36][Br:47] |f:0.1,3.4|. Procedure details: The nonadecylcatechol acetate (NDC-AC) used in the tests was prepared as follows: 2, 3 dimethoxybenzaldehyde was reduced in the presence of sodium borohydride and the reduction product reacted with phosphorus tribromide to form 2, 3 dimethoxybenzylbromide. The benzylbromide reaction product was refluxed with triphenyl phosphine in xylene to form 2, 3 dimethoxybenzyl-triphenyl phosphonium bromide which was then reacted with octadecanal in the presence of butyl lithium to form 2, 3 dimethoxy-nonad... The reactants are CN(C)C=O, [H-], CCI, [Na+], O, CCOC(=O)CCc1cn(Cc2cc(O)cc(OCc3csc(-c4cnccn4)n3)c2)cc1-c1ccccc1. The product is CCOC(=O)CCc1cn(Cc2cc(OCC)cc(OCc3csc(-c4cnccn4)n3)c2)cc1-c1ccccc1. As a reaction SMILES: [CH3:46][N:47]([CH3:48])[CH:49]=[O:50].[H-:1].[I:42][CH2:43][CH3:44].[Na+:2].[OH2:45].[OH:3][c:4]1[cH:5][c:6]([CH2:7][n:8]2[cH:9][c:10]([CH2:19][CH2:20][C:21](=[O:22])[O:23][CH2:24][CH3:25])[c:11](-[c:13]3[cH:14][cH:15][cH:16][cH:17][cH:18]3)[cH:12]2)[cH:26][c:27]([O:29][CH2:30][c:31]2[n:32][c:33](-[c:36]3[n:37][cH:38][cH:39][n:40][cH:41]3)[s:34][cH:35]2)[cH:28]1>>[O:3]([c:4]1[cH:5][c:6]([CH2:7][n:8]2[cH:9][c:10]([CH2:19][CH2:20][C:21](=[O:22])[O:23][CH2:24][CH3:25])[c:11](-[c:13]3[cH:14][cH:15][cH:16][cH:17][cH:18]3)[cH:12]2)[cH:26][c:27]([O:29][CH2:30][c:31]2[n:32][c:33](-[c:36]3[n:37][cH:38][cH:39][n:40][cH:41]3)[s:34][cH:35]2)[cH:28]1)[CH2:43][CH3:44].